From a dataset of the Open Reaction Database (ORD), a public repository of structured organic reaction records. describe an organic reaction: reactants, conditions, products, and yield The reactants are ClCCCOC1=C(C2=C(CCC(O2)CCC(=O)OCC)C=C1)CCC (Ethyl 7-(3-chloropropoxy)-3,4-dihydro-8-propyl-2H-1-benzopyran-2-propanoate), [I-].[Na+] (sodium iodide). The solvent is C(C)C(=O)C (methyl ethyl ketone). The product is ICCCOC1=C(C2=C(CCC(O2)CCC(=O)OCC)C=C1)CCC (Ethyl 3,4-dihydro-7-(3-iodopropoxy)-8-propyl-2H-1-benzopyran-2-propanoate). RXN SMILES: Cl[CH2:2][CH2:3][CH2:4][O:5][C:6]1[CH:22]=[CH:21][C:9]2[CH2:10][CH2:11][CH:12]([CH2:14][CH2:15][C:16]([O:18][CH2:19][CH3:20])=[O:17])[O:13][C:8]=2[C:7]=1[CH2:23][CH2:24][CH3:25].[I-:26].[Na+]>C(C(C)=O)C>[I:26][CH2:2][CH2:3][CH2:4][O:5][C:6]1[CH:22]=[CH:21][C:9]2[CH2:10][CH2:11][CH:12]([CH2:14][CH2:15][C:16]([O:18][CH2:19][CH3:20])=[O:17])[O:13][C:8]=2[C:7]=1[CH2:23][CH2:24][CH3:25] |f:1.2|. Procedure details: Ethyl 7-(3-chloropropoxy)-3,4-dihydro-8-propyl-2H-1-benzopyran-2-propanoate (3.2 g, 9.042 mmol) and sodium iodide (13.6 g, 9.042 mmol) were added to 200 ml of methyl ethyl ketone and the reaction mixture was heated to reflux overnight. The solvent was removed under vacuum and 100 ml of water was added. The solution was extracted 3 times with ethyl acetate. The combined extracts were dried and filtered, and the solvent was removed under vacuum to give the product as a brown oil. The reactants are S(=O)=NC=1C=C(C(=O)Cl)C=CC1 (3-sulfinylamino-benzoyl chloride), C(C)C1=C(C(=CC(=C1)C(C(F)(F)F)(C(F)(F)F)F)C)N (2-ethyl-6-methyl-4-(1,2,2,2-tetrafluoro-1-trifluoromethyl-ethyl)-phenylamine). Solvent: [2H]C(Cl)(Cl)Cl (deuterochloroform), [2H]C(Cl)(Cl)Cl (deuterochloroform). Run at temperature 25 celsius. Yields the product S(=O)=NC=1C=C(C(=O)NC2=C(C=C(C=C2C)C(C(F)(F)F)(C(F)(F)F)F)CC)C=CC1 (3-sulfinylamino-N-[2-ethyl-6-methyl-4-(1,2,2,2-tetrafluoro-1-trifluoromethyl-ethyl)-phenyl]-benzamide). Reaction SMILES: [S:1](=[N:3][C:4]1[CH:5]=[C:6]([CH:10]=[CH:11][CH:12]=1)[C:7](Cl)=[O:8])=[O:2].[CH2:13]([C:15]1[CH:20]=[C:19]([C:21]([F:30])([C:26]([F:29])([F:28])[F:27])[C:22]([F:25])([F:24])[F:23])[CH:18]=[C:17]([CH3:31])[C:16]=1[NH2:32])[CH3:14]>[2H]C(Cl)(Cl)Cl>[S:1](=[N:3][C:4]1[CH:5]=[C:6]([CH:10]=[CH:11][CH:12]=1)[C:7]([NH:32][C:16]1[C:17]([CH3:31])=[CH:18][C:19]([C:21]([F:30])([C:22]([F:23])([F:24])[F:25])[C:26]([F:27])([F:28])[F:29])=[CH:20][C:15]=1[CH2:13][CH3:14])=[O:8])=[O:2]. Procedure: To a solution of 3-sulfinylamino-benzoyl chloride (0.033 g, 0.165 mmol) (Example 1.1) in dry deuterochloroform (0.5 ml) was added under stirring at 25° C., a solution of 2-ethyl-6-methyl-4-(1,2,2,2-tetrafluoro-1-trifluoromethyl-ethyl)-phenylamine (0.050 g, 0.165 mmol) (prepared according to EP 1,006,102) in deuterochloroform (0.5 ml). After stirring for 60 hours at 25° C., a sample of the reaction mixture was submitted to 1H-NMR spectroscopy. The desired compound was detected in the reaction mix... Starting materials: NC1=NC(=NC=C1C1=C(C(=CC(=C1)Cl)Cl)Cl)N(C)C (4-Amino-2-(N,N-dimethylamino)-5-(2,3,5-trichlorophenyl)pyrimidine), ClC1=C(C=CC(=C1)Cl)CC#N (2,4-dichlorophenylacetonitrile). Yields the product CN(C1=NC=C(C(=N1)N)C1=C(C=C(C=C1)Cl)Cl)C (2-Dimethylamino-4-amino-5-(2,4-dichlorophenyl)pyrimidine). As a reaction SMILES: [NH2:1][C:2]1[C:7]([C:8]2[CH:13]=[C:12](Cl)[CH:11]=[C:10](Cl)[C:9]=2[Cl:16])=[CH:6][N:5]=[C:4]([N:17]([CH3:19])[CH3:18])[N:3]=1.[Cl:20]C1C=C(Cl)C=CC=1CC#N>>[CH3:19][N:17]([CH3:18])[C:4]1[N:3]=[C:2]([NH2:1])[C:7]([C:8]2[CH:13]=[CH:12][C:11]([Cl:20])=[CH:10][C:9]=2[Cl:16])=[CH:6][N:5]=1. Procedure details: This compound was prepared in an analogous manner to the compound of Example 10 from 2,4-dichlorophenylacetonitrile (Aldrich), mp. 151° C. The reactants are Brc1ccc(I)cc1, CCO, Cc1ccccc1, [Na+], [Na+], O=C([O-])[O-], [Pd], c1ccc(P(c2ccccc2)c2ccccc2)cc1, c1ccc(P(c2ccccc2)c2ccccc2)cc1, c1ccc(P(c2ccccc2)c2ccccc2)cc1, c1ccc(P(c2ccccc2)c2ccccc2)cc1, OB(O)c1cccc2c1oc1ccccc12. Product: Brc1ccc(-c2cccc3c2oc2ccccc23)cc1. Reaction SMILES: [Br:17][c:18]1[cH:19][cH:20][c:21]([I:24])[cH:22][cH:23]1.[CH3:31][CH2:32][OH:33].[CH3:34][c:35]1[cH:36][cH:37][cH:38][cH:39][cH:40]1.[Na+:25].[Na+:26].[O-:27][C:28](=[O:29])[O-:30].[Pd:41].[c:42]1([P:43]([c:44]2[cH:45][cH:46][cH:47][cH:48][cH:49]2)[c:50]2[cH:51][cH:52][cH:53][cH:54][cH:55]2)[cH:56][cH:57][cH:58][cH:59][cH:60]1.[c:61]1([P:62]([c:63]2[cH:64][cH:65][cH:66][cH:67][cH:68]2)[c:69]2[cH:70][cH:71][cH:72][cH:73][cH:74]2)[cH:75][cH:76][cH:77][cH:78][cH:79]1.[c:80]1([P:81]([c:82]2[cH:83][cH:84][cH:85][cH:86][cH:87]2)[c:88]2[cH:89][cH:90][cH:91][cH:92][cH:93]2)[cH:94][cH:95][cH:96][cH:97][cH:98]1.[c:99]1([P:100]([c:101]2[cH:102][cH:103][cH:104][cH:105][cH:106]2)[c:107]2[cH:108][cH:109][cH:110][cH:111][cH:112]2)[cH:113][cH:114][cH:115][cH:116][cH:117]1.[cH:1]1[cH:2][cH:3][c:4]([B:14]([OH:15])[OH:16])[c:5]2[o:6][c:7]3[c:8]([c:9]12)[cH:10][cH:11][cH:12][cH:13]3>>[cH:1]1[cH:2][cH:3][c:4](-[c:21]2[cH:20][cH:19][c:18]([Br:17])[cH:23][cH:22]2)[c:5]2[o:6][c:7]3[c:8]([c:9]12)[cH:10][cH:11][cH:12][cH:13]3. Reactants: O=C([O-])[O-], CCI, CN(C)C=O, O=C(O)c1cc(Cl)c(F)c(Cl)c1, [K+], [K+]. As a reaction SMILES: [C:1](=[O:2])([O-:3])[O-:4].[CH2:19]([CH3:20])[I:21].[CH3:22][N:23]([CH3:24])[CH:25]=[O:26].[Cl:7][c:8]1[cH:9][c:10]([C:11](=[O:12])[OH:13])[cH:14][c:15]([Cl:18])[c:16]1[F:17].[K+:5].[K+:6]>>[Cl:7][c:8]1[cH:9][c:10]([C:11](=[O:12])[O:13][CH2:19][CH3:20])[cH:14][c:15]([Cl:18])[c:16]1[F:17]. The product is CCOC(=O)c1cc(Cl)c(F)c(Cl)c1. Starting materials: O1C=CC=2CN(CCC21)C(CCCCCC2=CC=C(C=C2)F)=O (1-(6,7-dihydro-4H-furo[3,2-c]pyridin-5-yl)-6-(4-fluorophenyl) hexan-1-one), CNC (dimethylamine), C=O (formaldehyde). Solvent: C(C)(=O)O (acetic acid). Conditions: temperature 100 celsius, time 60 minute. The product is CN(C)CC1=CC=2CN(CCC2O1)C(CCCCCC1=CC=C(C=C1)F)=O (1-(2-dimethylaminomethyl-6,7-dihydro-4H-furo[3,2-c]pyridin-5-yl)-6-(4-fluorophenyl)hexan-1-one). RXN SMILES: [O:1]1[C:9]2[CH2:8][CH2:7][N:6]([C:10](=[O:23])[CH2:11][CH2:12][CH2:13][CH2:14][CH2:15][C:16]3[CH:21]=[CH:20][C:19]([F:22])=[CH:18][CH:17]=3)[CH2:5][C:4]=2[CH:3]=[CH:2]1.[CH3:24][NH:25][CH3:26].[CH2:27]=O>C(O)(=O)C>[CH3:24][N:25]([CH2:27][C:2]1[O:1][C:9]2[CH2:8][CH2:7][N:6]([C:10](=[O:23])[CH2:11][CH2:12][CH2:13][CH2:14][CH2:15][C:16]3[CH:17]=[CH:18][C:19]([F:22])=[CH:20][CH:21]=3)[CH2:5][C:4]=2[CH:3]=1)[CH3:26]. Procedure details: To a solution of 0.315 g (1.000 mmol) of 1-(6,7-dihydro-4H-furo[3,2-c]pyridin-5-yl)-6-(4-fluorophenyl) hexan-1-one in 20 ml of acetic acid, 0.135 ml (1.50 mmol) of 50% aqueous dimethylamine and 0.122 ml (1.50 mmol) of 37% aqueous formaldehyde were added, followed by stirring at 100° C. for 60 minutes. After the solvent was distilled off under reduced pressure, the residual solution was alkalified with 5% aqueous sodium hydrogen carbonate, and extracted with dichloromethane 2 times. The combined ... Starting materials: FC1=CC(=C(C=C1)N)N (4-Fluoro-o-phenylenediamine), C(#N)NC(=N)N (cyanoguanidine). Yields the product FC1=CC2=C(N=C(N2)NC(=N)N)C=C1 (5-fluoro-2-guanidinobenzimidazole). The yield is 72.9%. Reaction SMILES: [F:1][C:2]1[CH:7]=[CH:6][C:5]([NH2:8])=[C:4]([NH2:9])[CH:3]=1.[C:10]([NH:12][C:13]([NH2:15])=[NH:14])#N>>[F:1][C:2]1[CH:7]=[CH:6][C:5]2[N:8]=[C:10]([NH:12][C:13]([NH2:15])=[NH:14])[NH:9][C:4]=2[CH:3]=1. Procedure: 4-Fluoro-o-phenylenediamine (10.40g) was reacted with cyanoguanidine (6.95g) in a manner analagous to that described in Example 3 to yield a brown crystaline precipitate (11.61g) which on crystalisation from water yielded 5-fluoro-2-quanidinobenzimidazole (9.17g) m.p. 217°-218°C as brown needles. Reactants: CN(C)C1CCCCC1NCc1ccccc1, O=CO, NCc1ccccc1, [Na+], [OH-]. Yields the product CNC1CCCCC1N(C)C. RXN SMILES: [CH2:1]([c:2]1[cH:3][cH:4][cH:5][cH:6][cH:7]1)[NH:8][CH:9]1[CH:10]([N:15]([CH3:16])[CH3:17])[CH2:11][CH2:12][CH2:13][CH2:14]1.[CH:28]([OH:29])=[O:30].[NH2:18][CH2:19][c:20]1[cH:21][cH:22][cH:23][cH:24][cH:25]1.[Na+:27].[OH-:26]>>[CH3:1][NH:8][CH:9]1[CH:10]([N:15]([CH3:16])[CH3:17])[CH2:11][CH2:12][CH2:13][CH2:14]1. The reactants are CC(=O)O, CCCCCCCCCCCCCCCCCCNC(=O)OCC(COP(=O)([O-])OCC[N+](C)(C)C)OCc1ccccc1. Yields the product CCCCCCCCCCCCCCCCCCNC(=O)OCC(O)COP(=O)([O-])OCC[N+](C)(C)C. As a reaction SMILES: [CH3:45][C:46](=[O:47])[OH:48].[P:1](=[O:2])([O:3][CH2:4][CH:5]([CH2:6][O:7][C:8]([NH:9][CH2:10][CH2:11][CH2:12][CH2:13][CH2:14][CH2:15][CH2:16][CH2:17][CH2:18][CH2:19][CH2:20][CH2:21][CH2:22][CH2:23][CH2:24][CH2:25][CH2:26][CH3:27])=[O:28])[O:29][CH2:30][c:31]1[cH:32][cH:33][cH:34][cH:35][cH:36]1)([O:37][CH2:38][CH2:39][N+:40]([CH3:41])([CH3:42])[CH3:43])[O-:44]>>[P:1](=[O:2])([O:3][CH2:4][CH:5]([CH2:6][O:7][C:8]([NH:9][CH2:10][CH2:11][CH2:12][CH2:13][CH2:14][CH2:15][CH2:16][CH2:17][CH2:18][CH2:19][CH2:20][CH2:21][CH2:22][CH2:23][CH2:24][CH2:25][CH2:26][CH3:27])=[O:28])[OH:29])([O:37][CH2:38][CH2:39][N+:40]([CH3:41])([CH3:42])[CH3:43])[O-:44]. Yield: 89.5%. The product is COC(C(CCCCCCCCC(CC)N)(C)C)=O (11-amino-2-,2-dimethyl-tridecanoic acid methyl ester). As a reaction SMILES: [NH2:1][CH:2]([CH2:17][CH3:18])[CH2:3][CH2:4][CH2:5][CH2:6][CH2:7][CH2:8][CH2:9][CH2:10][C:11]([CH3:16])([CH3:15])[C:12]([OH:14])=[O:13].S(=O)(=O)(O)O.[CH3:24]O>>[CH3:24][O:13][C:12](=[O:14])[C:11]([CH3:15])([CH3:16])[CH2:10][CH2:9][CH2:8][CH2:7][CH2:6][CH2:5][CH2:4][CH2:3][CH:2]([NH2:1])[CH2:17][CH3:18]. Reactants: NC(CCCCCCCCC(C(=O)O)(C)C)CC (11-amino-2,2-dimethyl-tridecanoic acid), S(O)(O)(=O)=O (sulfuric acid), CO (methanol). Reported procedure: 51.4 g (0.2 mole) of 11-amino-2,2-dimethyl-tridecanoic acid and 200 ml of methanol and 22 g (0.224 mole) of sulfuric acid are refluxed for 3 hours. Excess methanol is then distilled off, the residue is diluted with about 200 ml of water and the reaction solution is made weakly alkaline (pH 8-10) with aqueous sodium hydroxide, whereupon the aminoacid ester separates as upper organic phase. Subsequent distillation yields 48.5 g (0.179 mole) of 11-amino-2-,2-dimethyl-tridecanoic acid methyl ester, ...